Task: describe an organic reaction: reactants, conditions, products, and yield. Dataset: the Open Reaction Database (ORD), a public repository of structured organic reaction records Procedure details: In substantially the same manner as in Working Example 8, 2-methylimidazole was allowed to react with 3-[4-[2-[(E)-2-phenylethenyl]-4-oxazolylmethoxy]phenyl]propyl methanesulfonate to give 4-[4-[3-(2-methyl-1-imidazolyl)propyl]phenoxymethyl]-2-[(E)-2-phenylethenyl]oxazole. The yield was 47%. Recrystallization form ethyl acetate-hexane gave colorless prisms, mp 93-94° C. The reactants are CC=1NC=CN1 (2-methylimidazole), CS(=O)(=O)OCCCC1=CC=C(C=C1)OCC=1N=C(OC1)\C=C\C1=CC=CC=C1 (3-[4-[2-[(E)-2-phenylethenyl]-4-oxazolylmethoxy]phenyl]propyl methanesulfonate). The yield is 47.0%. Yields the product CC=1N(C=CN1)CCCC1=CC=C(OCC=2N=C(OC2)\C=C\C2=CC=CC=C2)C=C1 (4-[4-[3-(2-methyl-1-imidazolyl)propyl]phenoxymethyl]-2-[(E)-2-phenylethenyl]oxazole). Reaction SMILES: [CH3:1][C:2]1[NH:3][CH:4]=[CH:5][N:6]=1.CS(O[CH2:12][CH2:13][CH2:14][C:15]1[CH:20]=[CH:19][C:18]([O:21][CH2:22][C:23]2[N:24]=[C:25](/[CH:28]=[CH:29]/[C:30]3[CH:35]=[CH:34][CH:33]=[CH:32][CH:31]=3)[O:26][CH:27]=2)=[CH:17][CH:16]=1)(=O)=O>>[CH3:1][C:2]1[N:3]([CH2:12][CH2:13][CH2:14][C:15]2[CH:16]=[CH:17][C:18]([O:21][CH2:22][C:23]3[N:24]=[C:25](/[CH:28]=[CH:29]/[C:30]4[CH:31]=[CH:32][CH:33]=[CH:34][CH:35]=4)[O:26][CH:27]=3)=[CH:19][CH:20]=2)[CH:4]=[CH:5][N:6]=1. Yields the product NC(CCC(=O)N1CCN(C(c2ccccc2)c2ccccc2)CC1)C(=O)Nc1ccc(Cl)cc1C(=O)O. As a reaction SMILES: [CH2:53]([Cl:54])[Cl:55].[CH:1]([c:2]1[cH:3][cH:4][cH:5][cH:6][cH:7]1)([c:8]1[cH:9][cH:10][cH:11][cH:12][cH:13]1)[N:14]1[CH2:15][CH2:16][N:17]([C:20]([CH2:21][CH2:22][CH:23]([C:24](=[O:25])[NH:26][c:27]2[c:28]([C:29](=[O:30])[OH:31])[cH:32][c:33]([Cl:36])[cH:34][cH:35]2)[NH:37][C:38]([O:39][C:40]([CH3:41])([CH3:42])[CH3:43])=[O:44])=[O:45])[CH2:18][CH2:19]1.[F:46][C:47]([F:48])([F:49])[C:50]([OH:51])=[O:52]>>[CH:1]([c:2]1[cH:3][cH:4][cH:5][cH:6][cH:7]1)([c:8]1[cH:9][cH:10][cH:11][cH:12][cH:13]1)[N:14]1[CH2:15][CH2:16][N:17]([C:20]([CH2:21][CH2:22][CH:23]([C:24](=[O:25])[NH:26][c:27]2[c:28]([C:29](=[O:30])[OH:31])[cH:32][c:33]([Cl:36])[cH:34][cH:35]2)[NH2:37])=[O:45])[CH2:18][CH2:19]1. The reactants are ClCCl, CC(C)(C)OC(=O)NC(CCC(=O)N1CCN(C(c2ccccc2)c2ccccc2)CC1)C(=O)Nc1ccc(Cl)cc1C(=O)O, O=C(O)C(F)(F)F. The product is COC(=O)CC(=O)CC(O)C=Cc1c(Cl)cc(Cl)cc1OCc1ccccc1. RXN SMILES: [C:1]([CH2:2][C:3](=[O:4])[CH3:5])(=[O:6])[O:7][CH3:8].[CH2:11]([Li:12])[CH2:13][CH2:14][CH3:15].[CH3:41][CH2:42][CH2:43][CH2:44][CH2:45][CH3:46].[Cl:16][c:17]1[c:18]([CH:19]=[CH:20][CH:21]=[O:22])[c:23]([O:28][CH2:29][c:30]2[cH:31][cH:32][cH:33][cH:34][cH:35]2)[cH:24][c:25]([Cl:27])[cH:26]1.[H-:9].[Na+:10].[O:36]1[CH2:37][CH2:38][CH2:39][CH2:40]1>>[C:1]([CH2:2][C:3](=[O:4])[CH2:5][CH:21]([CH:20]=[CH:19][c:18]1[c:17]([Cl:16])[cH:26][c:25]([Cl:27])[cH:24][c:23]1[O:28][CH2:29][c:30]1[cH:31][cH:32][cH:33][cH:34][cH:35]1)[OH:22])(=[O:6])[O:7][CH3:8]. Reactants: COC(=O)CC(C)=O, [Li]CCCC, CCCCCC, O=CC=Cc1c(Cl)cc(Cl)cc1OCc1ccccc1, [H-], [Na+], C1CCOC1. Reactants: C(=O)(O)[O-].[Na+] (NaHCO3), B(F)(F)F.CCOCC (boron trifluoride etherate), C1(=CC=CC=C1)C1=N[C@H]2C(N[C@H]2O1)=O ((1R,5S)-3-phenyl-4-oxa-2,6-diazabicyclo[3.2.0]hept-2-en-7-one), [N+](=[N-])=C(C(=O)OC(C)(C)C)C(CO)=O (tert.-butyl 2-diazo-4-hydroxy-3-oxo-butanoate). The solvent is C(Cl)Cl (methylene chloride), O1CCCC1 (tetrahydrofuran). Product: C(C1=CC=CC=C1)(=O)N[C@H]1C(N[C@@H]1OCC(C(C(=O)OC(C)(C)C)=[N+]=[N-])=O)=O (tert.-Butyl 4-[3(R)-benzoylamino-2-azetidinon-4(R)-yloxy]-2-diazo-3-oxo-butanoate). Yield: 73.9%. RXN SMILES: B(F)(F)F.CCOCC.[C:10]1([C:16]2[O:22][C@H:21]3[C@H:18]([C:19](=[O:23])[NH:20]3)[N:17]=2)[CH:15]=[CH:14][CH:13]=[CH:12][CH:11]=1.[N+:24](=[C:26]([C:34](=[O:37])[CH2:35][OH:36])[C:27]([O:29][C:30]([CH3:33])([CH3:32])[CH3:31])=[O:28])=[N-:25].C([O-])(O)=O.[Na+]>O1CCCC1.C(Cl)Cl>[C:16]([NH:17][C@@H:18]1[C@@H:21]([O:36][CH2:35][C:34](=[O:37])[C:26](=[N+:24]=[N-:25])[C:27]([O:29][C:30]([CH3:31])([CH3:32])[CH3:33])=[O:28])[NH:20][C:19]1=[O:23])(=[O:22])[C:10]1[CH:11]=[CH:12][CH:13]=[CH:14][CH:15]=1 |f:0.1,4.5|. Reported procedure: 90 μl of boron trifluoride etherate were added to a suspension of 564 mg (3.0 mmol) (1R,5S)-3-phenyl-4-oxa-2,6-diazabicyclo[3.2.0]hept-2-en-7-one and 1.08 g (5.4 mmol-1.8 equiv.) tert.-butyl 2-diazo-4-hydroxy-3-oxo-butanoate in 12 ml of anhydrous tetrahydrofuran at 0° C. The cooling bath was removed and after 10 minutes a clear, light yellow solution formed. After 20 minutes it was poured into a mixture of NaHCO3 solution, ice and methylene chloride. The mixture was extracted with methylene chlo... Starting materials: C(C)(=O)O[BH-](OC(C)=O)OC(C)=O.[Na+] (Sodium triacetoxyborohydride), FC1=C(C=CC=C1)C=1N=NN2C1N=C(C1=CC=CC=C21)N2CCC(CC2)=O (3-(2-fluorophenyl)-5-(4-oxopiperidin-1-yl)-[1,2,3]triazolo[1,5-α]quinazoline), N1CCOCC1 (morpholine). The solvent is C(Cl)Cl (CH2Cl2), C(Cl)Cl (CH2Cl2). Run at time 48 hour. The product is FC1=C(C=CC=C1)C=1N=NN2C1N=C(C1=CC=CC=C21)N2CCC(CC2)N2CCOCC2 (3-(2-fluorophenyl)-5-[4-(morpholin-4-yl)piperidin-1-yl]-[1,2,3]triazolo[1,5-α]quinazoline). The yield is 71.0%. As a reaction SMILES: C(O[BH-](OC(=O)C)OC(=O)C)(=O)C.[Na+].[F:15][C:16]1[CH:21]=[CH:20][CH:19]=[CH:18][C:17]=1[C:22]1[N:23]=[N:24][N:25]2[C:34]3[C:29](=[CH:30][CH:31]=[CH:32][CH:33]=3)[C:28]([N:35]3[CH2:40][CH2:39][C:38](=O)[CH2:37][CH2:36]3)=[N:27][C:26]=12.[NH:42]1[CH2:47][CH2:46][O:45][CH2:44][CH2:43]1>C(Cl)Cl>[F:15][C:16]1[CH:21]=[CH:20][CH:19]=[CH:18][C:17]=1[C:22]1[N:23]=[N:24][N:25]2[C:34]3[C:29](=[CH:30][CH:31]=[CH:32][CH:33]=3)[C:28]([N:35]3[CH2:36][CH2:37][CH:38]([N:42]4[CH2:47][CH2:46][O:45][CH2:44][CH2:43]4)[CH2:39][CH2:40]3)=[N:27][C:26]=12 |f:0.1|. Reported procedure: Sodium triacetoxyborohydride (0.53 g, 2.75 mmol) was added portionwise over 10 min to a solution of 3-(2-fluorophenyl)-5-(4-oxopiperidin-1-yl)-[1,2,3]triazolo[1,5-α]quinazoline (0.30 g, 0.83 mmol) and morpholine (0.36 g, 4.1 mmol) in CH2Cl2 (5 ml) and the mixture was allowed to stir for a further 48 h. The mixture was diluted with CH2Cl2 (150 ml), washed with water (50 ml) and brine (50 ml), dried over MgSO4 and evaporated to give a yellow oil. Purification by flash column chromatography on sili...